This data is from the Open Reaction Database (ORD), a public repository of structured organic reaction records. The task is: describe an organic reaction: reactants, conditions, products, and yield Starting materials: c1ccc(CN2CC3CC(C2)CN(Cc2ccccc2)C3)cc1, CCO. Product: c1ccc(CN2CC3CNCC(C3)C2)cc1. As a reaction SMILES: [CH2:1]([c:2]1[cH:3][cH:4][cH:5][cH:6][cH:7]1)[N:8]1[CH2:9][CH:10]2[CH2:11][N:12]([CH2:17][c:18]3[cH:19][cH:20][cH:21][cH:22][cH:23]3)[CH2:13][CH:14]([CH2:15]1)[CH2:16]2.[CH3:24][CH2:25][OH:26]>>[CH2:1]([c:2]1[cH:3][cH:4][cH:5][cH:6][cH:7]1)[N:8]1[CH2:9][CH:10]2[CH2:11][NH:12][CH2:13][CH:14]([CH2:15]1)[CH2:16]2.